From a dataset of the Open Reaction Database (ORD), a public repository of structured organic reaction records. describe an organic reaction: reactants, conditions, products, and yield Starting materials: ClC1=C(C=CC=C1)C(C)=O (2′-chloroacetophenone), C(#N)CC(=O)OCC (ethyl cyanoacetate), C(#N)CC(=O)OCC (ethyl cyanoacetate), C(C)(=O)[O-].[NH4+] (ammonium acetate). The solvent is C1=CC=CC=C1 (benzene), C(C)(=O)O (acetic acid), C(C)(=O)OCC (ethyl acetate), C(C)(=O)O (acetic acid). Conditions: time 10 hour. Product: C(C)OC(C(=C(C)C1=C(C=CC=C1)Cl)C#N)=O (3-(2-Chlorophenyl)-2-cyano-but-2-enoic acid ethyl ester). Reaction SMILES: [Cl:1][C:2]1[CH:7]=[CH:6][CH:5]=[CH:4][C:3]=1[C:8](=O)[CH3:9].[C:11]([CH2:13][C:14]([O:16][CH2:17][CH3:18])=[O:15])#[N:12].C([O-])(=O)C.[NH4+]>C(OCC)(=O)C.C(O)(=O)C.C1C=CC=CC=1>[CH2:17]([O:16][C:14](=[O:15])[C:13]([C:11]#[N:12])=[C:8]([C:3]1[CH:4]=[CH:5][CH:6]=[CH:7][C:2]=1[Cl:1])[CH3:9])[CH3:18] |f:2.3|. Procedure: A mixture of 2′-chloroacetophenone (50 mmol), ethyl cyanoacetate (50 mmol), acetic acid (1.14 mL) ammonium acetate (400 mg), and benzene (50 mL) is heated to reflux in a Dean-Stark apparatus. After approximately hours, additional ethyl cyanoacetate (50 mmol), acetic acid (1.14 mL), and ammonium acetate (400 mg) are added. After an additional 10 hours, the reaction is cooled to room temperature, diluted with ethyl acetate (30 mL), washed with water (240 mL), brine (40 mL), and dried (Na2SO4). Aft... The reactants are C(=O)(OCC1=CC=CC=C1)N([C@@H](C(C)C)C(=O)O)C (Z-N-Me-Val-OH), N([C@@H](CC1=CC(=C(C=C1)O)C(C)(C)C)C(=O)OC)C (N-Me-Tyr(3-tBu)-OMe), C=1C=CC2=C(C1)N=NN2O (HOBT), O (Water). Solvent: CN(C)C=O (DMF), CC(N=C=NC(C)C)C (DIC), CCOCC (ether). Conditions: time 23 hour. Product: C(=O)(OCC1=CC=CC=C1)N([C@@H](C(C)C)C(=O)N([C@@H](CC1=CC(=C(C=C1)O)C(C)(C)C)C(=O)OC)C)C (Z-N-Me-Val-N-Me-Tyr(3-tBu)-OMe). As a reaction SMILES: [C:1]([N:11]([CH3:19])[C@H:12]([C:16]([OH:18])=O)[CH:13]([CH3:15])[CH3:14])([O:3][CH2:4][C:5]1[CH:10]=[CH:9][CH:8]=[CH:7][CH:6]=1)=[O:2].[NH:20]([CH3:38])[C@H:21]([C:34]([O:36][CH3:37])=[O:35])[CH2:22][C:23]1[CH:28]=[CH:27][C:26]([OH:29])=[C:25]([C:30]([CH3:33])([CH3:32])[CH3:31])[CH:24]=1.C1C=CC2N(O)N=NC=2C=1.O>CN(C=O)C.CC(C)N=C=NC(C)C.CCOCC>[C:1]([N:11]([CH3:19])[C@H:12]([C:16]([N:20]([CH3:38])[C@H:21]([C:34]([O:36][CH3:37])=[O:35])[CH2:22][C:23]1[CH:28]=[CH:27][C:26]([OH:29])=[C:25]([C:30]([CH3:33])([CH3:31])[CH3:32])[CH:24]=1)=[O:18])[CH:13]([CH3:14])[CH3:15])([O:3][CH2:4][C:5]1[CH:6]=[CH:7][CH:8]=[CH:9][CH:10]=1)=[O:2]. Procedure details: To a solution of 3.25 g of Z-N-Me-Val-OH, 2.2 g of N-Me-Tyr(3-tBu)-OMe and 1.88 g of HOBT in DMF (30 ml), DIC (1.9 ml) was added under cooling with ice and the mixture was stirred at room temperature for 23 hours. Water was added to the reaction mixture and extraction was effected with ether. The extract was washed with saturated brine and the organic layer was dried with sodium sulfate. After distilling off the solvent under reduced pressure, the resulting residue was subjected to silica gel co... The reactants are C1(CCCC1)CC(C(=O)O)N1N=CC(=CC1=O)OC1=C(C=CC=C1)F (3-cyclopentyl-2-[4-(2-fluoro-phenoxy)-6-oxo-6H-pyridazin-1-yl]-propionic acid), C1(CCCC1)CC(C(=O)O)N1N=CC(=CC1=O)OC1=C(C=CC=C1)F (3-cyclopentyl-2-[4-(2-fluoro-phenoxy)-6-oxo-6H-pyridazin-1-yl]-propionic acid), COC(C1=CN=C(C=C1)N)=O (6-amino-nicotinic acid methyl ester). Product: COC(C1=CN=C(C=C1)NC(C(CC1CCCC1)N1N=CC(=CC1=O)OC1=C(C=CC=C1)F)=O)=O (6-{3-cyclopentyl-2-[4-(2-fluoro-phenoxy)-6-oxo-6H-pyridazin-1-yl]-propionylamino}-nicotinic acid methyl ester). Isolated yield 30.0%. RXN SMILES: [CH:1]1([CH2:6][CH:7]([N:11]2[C:16](=[O:17])[CH:15]=[C:14]([O:18][C:19]3[CH:24]=[CH:23][CH:22]=[CH:21][C:20]=3[F:25])[CH:13]=[N:12]2)[C:8]([OH:10])=O)[CH2:5][CH2:4][CH2:3][CH2:2]1.[CH3:26][O:27][C:28](=[O:36])[C:29]1[CH:34]=[CH:33][C:32]([NH2:35])=[N:31][CH:30]=1>>[CH3:26][O:27][C:28](=[O:36])[C:29]1[CH:34]=[CH:33][C:32]([NH:35][C:8](=[O:10])[CH:7]([N:11]2[C:16](=[O:17])[CH:15]=[C:14]([O:18][C:19]3[CH:24]=[CH:23][CH:22]=[CH:21][C:20]=3[F:25])[CH:13]=[N:12]2)[CH2:6][CH:1]2[CH2:2][CH2:3][CH2:4][CH2:5]2)=[N:31][CH:30]=1. Reported procedure: Using the method described in Example 66, 3-cyclopentyl-2-[4-(2-fluoro-phenoxy)-6-oxo-6H-pyridazin-1-yl]-propionic acid (Intermediate 43) and 6-amino-nicotinic acid methyl ester afforded 6-{3-cyclopentyl-2-[4-(2-fluoro-phenoxy)-6-oxo-6H-pyridazin-1-yl]-propionylamino}-nicotinic acid methyl ester as a yellow solid (200 mg, 30%); ESI-LRMS m/e calcd for C25H25F N4O5 [M+] 481, found 481 [M+H+]. 1H-NMR (300 MHz, DMSO-d6) δ ppm 1.00-1.21 (m, 1H) 1.26-1.84 (m, 8H) 1.87-2.05 (m, 1H) 2.22-2.40 (m, 1H) 3.... Starting materials: CO, [H][H], Nc1ccc(OCCOc2ccccc2)cc1[N+](=O)[O-]. Yields the product Nc1ccc(OCCOc2ccccc2)cc1N. RXN SMILES: [CH3:23][OH:24].[H:21][H:22].[O:1]([c:2]1[cH:3][cH:4][cH:5][cH:6][cH:7]1)[CH2:8][CH2:9][O:10][c:11]1[cH:12][c:13]([N+:18]([O-:19])=[O:20])[c:14]([NH2:15])[cH:16][cH:17]1>>[O:1]([c:2]1[cH:3][cH:4][cH:5][cH:6][cH:7]1)[CH2:8][CH2:9][O:10][c:11]1[cH:12][c:13]([NH2:18])[c:14]([NH2:15])[cH:16][cH:17]1.